Dataset: the Open Reaction Database (ORD), a public repository of structured organic reaction records. Task: describe an organic reaction: reactants, conditions, products, and yield Starting materials: CCN=C=NCCCN(C)C, CC#N, Cl, O=C(O)c1ccc(C(F)F)c2ccccc12, NC(Cc1ccc(C(F)(F)F)cc1)C(O)c1ccc(F)cc1, O, On1nnc2ccccc21. Yields the product O=C(NC(Cc1ccc(C(F)(F)F)cc1)C(O)c1ccc(F)cc1)c1ccc(C(F)F)c2ccccc12. As a reaction SMILES: [CH2:40]([N:41]=[C:42]=[N:43][CH2:44][CH2:45][CH2:46][N:47]([CH3:48])[CH3:49])[CH3:50].[CH3:61][C:62]#[N:63].[ClH:39].[F:23][CH:24]([c:25]1[cH:26][cH:27][c:28]([C:35](=[O:36])[OH:37])[c:29]2[cH:30][cH:31][cH:32][cH:33][c:34]12)[F:38].[NH2:1][CH:2]([CH:3]([OH:4])[c:5]1[cH:6][cH:7][c:8]([F:11])[cH:9][cH:10]1)[CH2:12][c:13]1[cH:14][cH:15][c:16]([C:19]([F:20])([F:21])[F:22])[cH:17][cH:18]1.[OH2:64].[OH:51][n:52]1[c:53]2[cH:54][cH:55][cH:56][cH:57][c:58]2[n:59][n:60]1>>[NH:1]([CH:2]([CH:3]([OH:4])[c:5]1[cH:6][cH:7][c:8]([F:11])[cH:9][cH:10]1)[CH2:12][c:13]1[cH:14][cH:15][c:16]([C:19]([F:20])([F:21])[F:22])[cH:17][cH:18]1)[C:35]([c:28]1[cH:27][cH:26][c:25]([CH:24]([F:23])[F:38])[c:34]2[c:29]1[cH:30][cH:31][cH:32][cH:33]2)=[O:36]. Starting materials: C(=O)([O-])[O-].[K+].[K+] (K2CO3), OC=1C=C(C(=O)N)C=CC1 (3-hydroxybenzamide), BrCCCCCCBr (1,6-dibromo-hexane). Solvent: CC#N (CH3CN). Run at temperature 60 celsius, time 16 hour. The product is BrCCCCCCOC=1C=C(C=CC1)C(=O)N (3-[(6-Bromohexyl)oxy]benzenecarboxamide). Isolated yield 66.6%. RXN SMILES: C([O-])([O-])=O.[K+].[K+].[OH:7][C:8]1[CH:9]=[C:10]([CH:14]=[CH:15][CH:16]=1)[C:11]([NH2:13])=[O:12].[Br:17][CH2:18][CH2:19][CH2:20][CH2:21][CH2:22][CH2:23]Br>CC#N>[Br:17][CH2:18][CH2:19][CH2:20][CH2:21][CH2:22][CH2:23][O:7][C:8]1[CH:9]=[C:10]([C:11]([NH2:13])=[O:12])[CH:14]=[CH:15][CH:16]=1 |f:0.1.2|. Procedure details: (Method D) K2CO3 (1.38 g, 10 mmol, 1 equiv.) was added to a suspension of 3-hydroxybenzamide (1.37 g, 10 mmol, 1 equiv.) in CH3CN (100 ml). The mixture stirred for 10 min at room temperature, before 1,6-dibromo-hexane (9.76 g, 40 mmol, 4 equiv.) was added. The resulting mixture was stirred at 60° C. for 16 h. After this time, the reaction was cooled to room temperature, any undissolved solids were filtered off and the filtrate evaporated under reduced pressure to dryness. The residue was taken-u... Reactants: COC1=CC=C(C=C1)C1SCCS1 (2-(4-Methoxyphenyl)-1,3-Dithiolane), ( 17 ), COC=1C=C(C(Cl)Cl)C=CC1 (3-methoxybenzaldichloride), COC=1C=C(C=CC1)C(Cl)(Cl)Cl (3-methoxybenzotrichloride), ( 93 ), ( 100 ). The product is COC1=CC=C(C=C1)C(Cl)(Cl)Cl (4-Methoxybenzotrichloride). RXN SMILES: [CH3:1][O:2]C1C=CC(C2SCCS2)=CC=1.COC1C=C(C=CC=1)C(Cl)Cl.CO[C:27]1[CH:28]=[C:29]([C:33]([Cl:36])([Cl:35])[Cl:34])[CH:30]=[CH:31][CH:32]=1>>[CH3:1][O:2][C:32]1[CH:27]=[CH:28][C:29]([C:33]([Cl:34])([Cl:35])[Cl:36])=[CH:30][CH:31]=1. Procedure: 5.8 gm (0.0274 moles) of the dithiolane of Example 4 was reacted following the procedure of Example 6 to give 5.01 gm of a 3.8:1 mixture of 3-methoxybenzaldichloride and 3-methoxybenzotrichloride (b.p. 83°-84° C. at 0.3 mm/Hg). NMR and GC/MS Analysis for Product: 1H--NMR (CDCl3), δ3.63 (S, 3H, OCH3), 6.7 (d, J=13.5 Hz, 2H), 7.65 (d, J=13.5 Hz, 2H); GCMS (70 ev), M/e (% rel. int.) 228 (M+ +4, 3.3), 226 (M+ +2, 9.2), 224 (M+, 9), 193 (17), 191 (93), 189 (100). Reactants: COC=1C=CC=2C3=C(C(NC2C1)=O)CCC3 (7-methoxy-1,2,3,5-tetrahydrocyclopenta[c]quinolin-4-one), [Mg] (magnesium), product. Product: COC=1C=CC=2C3C(C(NC2C1)=O)CCC3 (7-Methoxy-1,2,3,3a,5,9b-hexahydrocyclopenta[c]quinolin-4-one). Reaction SMILES: [CH3:1][O:2][C:3]1[CH:4]=[CH:5][C:6]2[C:7]3[CH2:16][CH2:15][CH2:14][C:8]=3[C:9](=[O:13])[NH:10][C:11]=2[CH:12]=1.[Mg]>>[CH3:1][O:2][C:3]1[CH:4]=[CH:5][C:6]2[CH:7]3[CH2:16][CH2:15][CH2:14][CH:8]3[C:9](=[O:13])[NH:10][C:11]=2[CH:12]=1. Reported procedure: 7-methoxy-1,2,3,5-tetrahydrocyclopenta[c]quinolin-4-one (400 mg, 1.86 mmol) and magnesium (452 mg, 18.6 mmol) are converted into 180 mg (45%) of product analogously to Example 7.